Dataset: the Open Reaction Database (ORD), a public repository of structured organic reaction records. Task: describe an organic reaction: reactants, conditions, products, and yield The reactants are C(C1=CC=CC=C1)NC1=CC=C(C=C1)C(=O)N1CCCCC1 ((4-benzylamino-phenyl)-piperidin-1-yl-methanone), C1(=CC=CC=C1)S(=O)(=O)Cl (benzene sulfonylchloride), N1=CC=CC=C1 (pyridine). Solvent: ClCCl (dichloromethane). Reaction conditions: temperature 40 celsius. Yields the product C(C1=CC=CC=C1)N(S(=O)(=O)C1=CC=CC=C1)C1=CC=C(C=C1)C(=O)N1CCCCC1 (N-Benzyl-N-[4-(piperidine-1-carbonyl)-phenyl]-benzenesulfonamide). Yield: 62.5%. Reaction SMILES: [CH2:1]([NH:8][C:9]1[CH:14]=[CH:13][C:12]([C:15]([N:17]2[CH2:22][CH2:21][CH2:20][CH2:19][CH2:18]2)=[O:16])=[CH:11][CH:10]=1)[C:2]1[CH:7]=[CH:6][CH:5]=[CH:4][CH:3]=1.[C:23]1([S:29](Cl)(=[O:31])=[O:30])[CH:28]=[CH:27][CH:26]=[CH:25][CH:24]=1.N1C=CC=CC=1>ClCCl>[CH2:1]([N:8]([C:9]1[CH:14]=[CH:13][C:12]([C:15]([N:17]2[CH2:22][CH2:21][CH2:20][CH2:19][CH2:18]2)=[O:16])=[CH:11][CH:10]=1)[S:29]([C:23]1[CH:28]=[CH:27][CH:26]=[CH:25][CH:24]=1)(=[O:31])=[O:30])[C:2]1[CH:7]=[CH:6][CH:5]=[CH:4][CH:3]=1. Procedure details: To a stirred solution of (4-benzylamino-phenyl)-piperidin-1-yl-methanone (39 mg, 0.14 mmol) in dichloromethane (1 ml) was added benzene sulfonylchloride (57 μl, 0.46 mmol) followed by pyridine (42 μl, 0.5 mmol) and the reaction was heated to 40° C. for 20 hours. The reaction was allowed to cool to room temperature and partitioned between water (5 ml) and dichloromethane (5 ml). The organics were collected, concentrated in vacuo and purified by preparative TLC to afford the title compound as a wh... The reactants are C(C)OCC(=O)O[C@]1(C(CO)=O)CC[C@H]2[C@@H]3C[C@@H](C4=CC(C=C[C@]4(C)[C@H]3[C@H](C[C@]12C)O)=O)C (17-ethoxyacetoxy-11β,21-dihydroxy-6α-methyl-1,4-pregnadiene-3,20-dione). The reagents and catalysts are C1=CC=C(C=C1)P(C2=CC=CC=C2)C3=CC=CC=C3.C1=CC=C(C=C1)P(C2=CC=CC=C2)C3=CC=CC=C3.C1=CC=C(C=C1)P(C2=CC=CC=C2)C3=CC=CC=C3.[Cl-].[Rh] (tris(triphenylphosphine)rhodium(I) chloride). The product is C(C)OCC(=O)O[C@]1(C(CO)=O)CC[C@H]2[C@@H]3C[C@@H](C4=CC(CC[C@]4(C)[C@H]3[C@H](C[C@]12C)O)=O)C (17-ethoxyacetoxy-11β,21-dihydroxy-6α-methyl-4-pregnene-3,20-dione). Isolated yield 78.7%. RXN SMILES: [CH2:1]([O:3][CH2:4][C:5]([O:7][C@:8]1([C@:29]2([CH3:30])[C@H:15]([C@H:16]3[C@H:26]([C@@H:27]([OH:31])[CH2:28]2)[C@:24]2([CH3:25])[C:19](=[CH:20][C:21](=[O:32])[CH:22]=[CH:23]2)[C@@H:18]([CH3:33])[CH2:17]3)[CH2:14][CH2:13]1)[C:9](=[O:12])[CH2:10][OH:11])=[O:6])[CH3:2]>C1C=CC(P(C2C=CC=CC=2)C2C=CC=CC=2)=CC=1.C1C=CC(P(C2C=CC=CC=2)C2C=CC=CC=2)=CC=1.C1C=CC(P(C2C=CC=CC=2)C2C=CC=CC=2)=CC=1.[Cl-].[Rh]>[CH2:1]([O:3][CH2:4][C:5]([O:7][C@:8]1([C@:29]2([CH3:30])[C@H:15]([C@H:16]3[C@H:26]([C@@H:27]([OH:31])[CH2:28]2)[C@:24]2([CH3:25])[C:19](=[CH:20][C:21](=[O:32])[CH2:22][CH2:23]2)[C@@H:18]([CH3:33])[CH2:17]3)[CH2:14][CH2:13]1)[C:9](=[O:12])[CH2:10][OH:11])=[O:6])[CH3:2] |f:1.2.3.4.5|. Procedure: 1.0 g of 17-ethoxyacetoxy-11β,21-dihydroxy-6α-methyl-1,4-pregnadiene-3,20-dione is hydrogenated as described in Example 19 with 700 mg of tris(triphenylphosphine)rhodium(I) chloride. After the reaction mixture has been worked up and purified, 790 mg of 17-ethoxyacetoxy-11β,21-dihydroxy-6α-methyl-4-pregnene-3,20-dione is isolated. Starting materials: C(CCC)[Li] (butyllithium), C(CC(=O)C)(=O)OC (methyl acetoacetate), [H-].[Na+] (sodium hydride), C(C)(=O)O (acetic acid), C(CCC)N1C(NC(C2=C1N=C(C(=C2C2=CC=C(C=C2)F)/C=C/C=O)C(C)C)=O)=O ((E)-3-[1-Butyl-5-(4-fluorophenyl)-7-isopropyl-2,4-dioxo-1,2,3,4-tetrahydro-pyrido(2,3-d)pyrimidin-6-yl]prop-2-enal). Solvent: CCCCCC (hexane), O1CCCC1 (tetrahydrofuran), O (water), O1CCCC1 (tetrahydrofuran). Conditions: time 15 minute. Product: C(CCC)N1C(NC(C2=C1N=C(C(=C2C2=CC=C(C=C2)F)/C=C/C(CC(CC(=O)OC)=O)O)C(C)C)=O)=O (Methyl (E)-7-[1-butyl-5-(4-fluorophenyl)-7-isopropyl-2,4-dioxo-1,2,3,4-tetrahydro-pyrido(2,3-d)pyrimidin-6-yl]-5-hydroxy-3-oxo-hept-6-enoate). Reaction SMILES: [C:1]([O:7][CH3:8])(=[O:6])[CH2:2][C:3]([CH3:5])=[O:4].[H-].[Na+].C([Li])CCC.[CH2:16]([N:20]1[C:25]2[N:26]=[C:27]([CH:41]([CH3:43])[CH3:42])[C:28](/[CH:37]=[CH:38]/[CH:39]=[O:40])=[C:29]([C:30]3[CH:35]=[CH:34][C:33]([F:36])=[CH:32][CH:31]=3)[C:24]=2[C:23](=[O:44])[NH:22][C:21]1=[O:45])[CH2:17][CH2:18][CH3:19].C(O)(=O)C>O1CCCC1.CCCCCC.O>[CH2:16]([N:20]1[C:25]2[N:26]=[C:27]([CH:41]([CH3:42])[CH3:43])[C:28](/[CH:37]=[CH:38]/[CH:39]([OH:40])[CH2:5][C:3](=[O:4])[CH2:2][C:1]([O:7][CH3:8])=[O:6])=[C:29]([C:30]3[CH:35]=[CH:34][C:33]([F:36])=[CH:32][CH:31]=3)[C:24]=2[C:23](=[O:44])[NH:22][C:21]1=[O:45])[CH2:17][CH2:18][CH3:19] |f:1.2|. Procedure details: 0.7 g (6 mmol) of methyl acetoacetate are added dropwise at 0°-5° C. to a suspension of 0.2 g (6.6 mmol) of 80% strength sodium hydride in 8 ml of anhydrous tetrahydrofuran. After 15 min, 4.9 ml (8 mmol) of 15% strength butyllithium in hexane are added dropwise in the course of 10 min and the mixture is kept at 0° C. for a further 15 min. 0.82 g (2 mmol) of the compound from Example 6 and 10 ml of tetrahydrofuran are then added and the mixture is stirred at 0°-5° C. for 1 h. 1.2 g (20 mmol) of a... The reactants are OC1(C(C(C2=CC=CC=C12)C1=CC=CC=C1)C(=O)OCC)C1=CC2=C(C=C1)OCO2 (Ethyl (1RS)-1-Hydroxy-1-(3,4-methylenedioxyphenyl)-3-phenylindane-2-carboxylate), O=C1C(=C(C2=CC=CC=C12)C1=CC=CC=C1)C(=O)OCC (ethyl 1-oxo-3-phenylindene-2-carboxylate), C1OC=2C=C(C=CC2O1)[Mg]Br (3,4-methylenedioxyphenyl magnesium bromide). Solvent: C1CCOC1 (THF). Conditions: time 30 minute. Yields the product C1OC=2C=C(C=CC2O1)C1C(C(C2=CC=CC=C12)C1=CC=CC=C1)C(=O)O (1-(3,4-Methylenedioxyphenyl)-3-phenylindane-2-carboxylic acid). The yield is 72.0%. As a reaction SMILES: O[C:2]1([C:22]2[CH:27]=[CH:26][C:25]3[O:28][CH2:29][O:30][C:24]=3[CH:23]=2)[C:10]2[C:5](=[CH:6][CH:7]=[CH:8][CH:9]=2)[CH:4]([C:11]2[CH:16]=[CH:15][CH:14]=[CH:13][CH:12]=2)[CH:3]1[C:17]([O:19]CC)=[O:18].O=C1C2C(=CC=CC=2)C(C2C=CC=CC=2)=C1C(OCC)=O.C1OC2C=CC([Mg]Br)=CC=2O1>C1COCC1>[CH2:29]1[O:28][C:25]2[CH:26]=[CH:27][C:22]([CH:2]3[C:10]4[C:5](=[CH:6][CH:7]=[CH:8][CH:9]=4)[CH:4]([C:11]4[CH:12]=[CH:13][CH:14]=[CH:15][CH:16]=4)[CH:3]3[C:17]([OH:19])=[O:18])=[CH:23][C:24]=2[O:30]1. Procedure details: Ethyl (1RS)-1-Hydroxy-1-(3,4-methylenedioxyphenyl)-3-phenylindane-2-carboxylate. To a solution of ethyl 1-oxo-3-phenylindene-2-carboxylate (1.0 g, 3.6 mmol) in THF (35 ml) under an argon atmosphere at 0° C. was added a solution of freshly prepared 3,4-methylenedioxyphenyl magnesium bromide (5.4 mmol). After stirring for 30 min, the mixture was partitioned between 3M HCl and EtOAc. The organic extract was washed successively with H2O, 5% aqueous NaHCO3 and saturated aqueous NaCl and dried (MgSO4)... The reactants are C1CCOC1, COC(=O)C1CC(OC)CN1C(=O)OCc1ccccc1, CC(C)[Mg+], [Cl-], Nc1cnccn1. The product is COC1CC(C(=O)Nc2cnccn2)N(C(=O)OCc2ccccc2)C1. As a reaction SMILES: [CH2:34]1[O:35][CH2:36][CH2:37][CH2:38]1.[CH3:13][O:14][CH:15]1[CH2:16][CH:17]([C:30](=[O:31])[O:32][CH3:33])[N:18]([C:20](=[O:21])[O:22][CH2:23][c:24]2[cH:25][cH:26][cH:27][cH:28][cH:29]2)[CH2:19]1.[CH:9]([Mg+:10])([CH3:11])[CH3:12].[Cl-:8].[NH2:1][c:2]1[n:3][cH:4][cH:5][n:6][cH:7]1>>[NH:1]([c:2]1[n:3][cH:4][cH:5][n:6][cH:7]1)[C:30]([CH:17]1[CH2:16][CH:15]([O:14][CH3:13])[CH2:19][N:18]1[C:20](=[O:21])[O:22][CH2:23][c:24]1[cH:25][cH:26][cH:27][cH:28][cH:29]1)=[O:31].